This data is from the Open Reaction Database (ORD), a public repository of structured organic reaction records. The task is: describe an organic reaction: reactants, conditions, products, and yield RXN SMILES: [OH:1][C:2]1[CH:9]=[CH:8][C:5]([CH:6]=[CH2:7])=[CH:4][CH:3]=1.C1(C)C=CC(S(O)(=O)=O)=CC=1.[CH:21]([O:23][C:24]([CH3:27])([CH3:26])[CH3:25])=[CH2:22]>C(OCC)C>[CH:6]([C:5]1[CH:8]=[CH:9][C:2]([O:1][CH:21]([O:23][C:24]([CH3:27])([CH3:26])[CH3:25])[CH3:22])=[CH:3][CH:4]=1)=[CH2:7]. The reactants are OC1=CC=C(C=C)C=C1 (4-hydroxystyrene), C1(=CC=C(C=C1)S(=O)(=O)O)C (p-toluenesulfonic acid), C(=C)OC(C)(C)C (tert-butyl vinyl ether). Product: C(=C)C1=CC=C(OC(C)OC(C)(C)C)C=C1 (1-(4-vinylphenoxy)-1-tert-butoxyethane). The solvent is C(C)OCC (diethyl ether). Reported procedure: 12.02 g (100 mmol) of 4-hydroxystyrene, 0.09 g of p-toluenesulfonic acid and 100 ml of diethyl ether are introduced under a nitrogen atmosphere into a 250 ml three-neck flask. The mixture is cooled to between 0° and 5° C., and 11.02 g (110 mmol) of tert-butyl vinyl ether are added dropwise at this temperature over the course of 15 minutes. The mixture is then stirred at 10° C. for 2 hours. The reaction mixture is washed three times with 150 ml of 1N NaOH and three times with demineralized water.... Reaction conditions: temperature 10 celsius, time 2 hour. The reactants are O1CC1(CN(C)S(=O)(=O)C1=C(C=CC(=C1)C)C)C1=CC=CC=C1 (1,2-epoxy-2-phenyl-3-[N-(2,5-dimethylphenylsulfonyl)-N-methylamino]propane), C(C)(=O)[O-].[Na+] (sodium acetate). The solvent is C(C)(=O)O (acetic acid). Run at time 2 day. Product: C(C)(=O)OCC(CN(C)S(=O)(=O)C1=C(C=CC(=C1)C)C)(O)C1=CC=CC=C1 (1-acetoxy-3-[N-(2,5-dimethylphenylsulfonyl)-N-methylamino]-2-phenyl-2-propanol). The yield is 57.5%. Reaction SMILES: [O:1]1[C:3]([C:18]2[CH:23]=[CH:22][CH:21]=[CH:20][CH:19]=2)([CH2:4][N:5]([S:7]([C:10]2[CH:15]=[C:14]([CH3:16])[CH:13]=[CH:12][C:11]=2[CH3:17])(=[O:9])=[O:8])[CH3:6])[CH2:2]1.[C:24]([O-:27])(=[O:26])[CH3:25].[Na+]>C(O)(=O)C>[C:24]([O:27][CH2:2][C:3]([C:18]1[CH:23]=[CH:22][CH:21]=[CH:20][CH:19]=1)([OH:1])[CH2:4][N:5]([S:7]([C:10]1[CH:15]=[C:14]([CH3:16])[CH:13]=[CH:12][C:11]=1[CH3:17])(=[O:8])=[O:9])[CH3:6])(=[O:26])[CH3:25] |f:1.2|. Procedure details: A mixture of 5.30 g of 1,2-epoxy-2-phenyl-3-[N-(2,5-dimethylphenylsulfonyl)-N-methylamino]propane which had been prepared in accordance with Reference Examples 4 to 8, 3.30 g of anhydrous sodium acetate and 50 ml of acetic acid was stirred at 100° to 110° C. for 2 days. After evaporation, the residue was dissolved in 150 ml of benzene, washed subsequently with water, a saturated aqueous sodium bicarbonate and saturated brine, and then dried over anhydrous magnesium sulfate. After evaporation, th... Starting materials: COC(CC1=C(C=C(C=C1)C(=O)OC)NC(C)C)OC (4-Carbomethoxy-2-(N-2-propylamino)phenylacetaldehyde dimethylacetal), Cl (hydrochloric acid). The solvent is CO (methanol). Yields the product C(=O)(OC)C1=CC=C2C=CN(C2=C1)C(C)C (6-carbomethoxy-1-(2-propyl)indole). The yield is 97.3%. Reaction SMILES: CO[CH:3](OC)[CH2:4][C:5]1[CH:10]=[CH:9][C:8]([C:11]([O:13][CH3:14])=[O:12])=[CH:7][C:6]=1[NH:15][CH:16]([CH3:18])[CH3:17].Cl>CO>[C:11]([C:8]1[CH:7]=[C:6]2[C:5]([CH:4]=[CH:3][N:15]2[CH:16]([CH3:18])[CH3:17])=[CH:10][CH:9]=1)([O:13][CH3:14])=[O:12]. Procedure: 4-Carbomethoxy-2-(N-2-propylamino)phenylacetaldehyde dimethylacetal (3.7 g, 13.15 mmole) was refluxed with 100 mL of 1N hydrochloric acid in methanol for 1 h. The solution was concentrated and the residue dissolved in 50 mL of ethyl acetate, washed with saturated sodium bicarbonate solution, dried organic layer over magnesium sulfate and evaporated to give 2.78 g of 6-carbomethoxy-1-(2-propyl)indole. The reactants are C#CCCOc1ccc(Br)cc1[N+](=O)[O-], CC(=O)O, [Cl-], [Cl-], [Cl-], [Fe+3], [Fe], O, O, O, O, O, O. Yields the product C#CCCOc1ccc(Br)cc1N. RXN SMILES: [Br:1][c:2]1[cH:3][c:4]([N+:13]([O-:14])=[O:15])[c:5]([O:8][CH2:9][CH2:10][C:11]#[CH:12])[cH:6][cH:7]1.[CH3:27][C:28](=[O:29])[OH:30].[Cl-:23].[Cl-:25].[Cl-:26].[Fe+3:24].[Fe:16].[OH2:17].[OH2:18].[OH2:19].[OH2:20].[OH2:21].[OH2:22]>>[Br:1][c:2]1[cH:3][c:4]([NH2:13])[c:5]([O:8][CH2:9][CH2:10][C:11]#[CH:12])[cH:6][cH:7]1. Reaction SMILES: [Br:10][CH2:11][CH2:12][O:13][C:14]([CH3:15])([CH3:16])[CH3:17].[CH3:18][N:19]([CH3:20])[CH:21]=[O:22].[OH:1][CH2:2][CH2:3][CH:4]1[CH2:5][CH2:6][NH:7][CH2:8][CH2:9]1>>[OH:1][CH2:2][CH2:3][CH:4]1[CH2:5][CH2:6][N:7]([CH2:11][CH2:12][O:13][C:14]([CH3:15])([CH3:16])[CH3:17])[CH2:8][CH2:9]1. Reactants: CC(C)(C)OCCBr, CN(C)C=O, OCCC1CCNCC1. The product is CC(C)(C)OCCN1CCC(CCO)CC1. Reactants: BrCC=1C(=NC2=CC(=C(C=C2C1C(=O)OC)S(=O)(=O)C)OC(C)C)C1=CC(=CC=C1)C(F)(F)F (methyl 3-(bromomethyl)-7-[(1-methylethyl)oxy]-6-(methylsulfonyl)-2-[3-(trifluoromethyl)phenyl]-4-quinolinecarboxylate), N1CCC(CC1)N1CCOCC1 (4-(4-piperidinyl)morpholine). The solvent is C(C)#N (acetonitrile). Reaction conditions: time 3 hour. Yields the product CC(C)OC1=C(C=C2C(=C(C(=NC2=C1)C1=CC(=CC=C1)C(F)(F)F)CN1CCC(CC1)N1CCOCC1)C(=O)OC)S(=O)(=O)C (methyl 7-[(1-methylethyl)oxy]-6-(methylsulfonyl)-3-{[4-(4-morpholinyl)-1-piperidinyl]methyl}-2-[3-(trifluoromethyl)phenyl]-4-quinolinecarboxylate). Isolated yield 79.7%. Reaction SMILES: Br[CH2:2][C:3]1[C:4]([C:25]2[CH:30]=[CH:29][CH:28]=[C:27]([C:31]([F:34])([F:33])[F:32])[CH:26]=2)=[N:5][C:6]2[C:11]([C:12]=1[C:13]([O:15][CH3:16])=[O:14])=[CH:10][C:9]([S:17]([CH3:20])(=[O:19])=[O:18])=[C:8]([O:21][CH:22]([CH3:24])[CH3:23])[CH:7]=2.[NH:35]1[CH2:40][CH2:39][CH:38]([N:41]2[CH2:46][CH2:45][O:44][CH2:43][CH2:42]2)[CH2:37][CH2:36]1>C(#N)C>[CH3:24][CH:22]([O:21][C:8]1[CH:7]=[C:6]2[C:11]([C:12]([C:13]([O:15][CH3:16])=[O:14])=[C:3]([CH2:2][N:35]3[CH2:40][CH2:39][CH:38]([N:41]4[CH2:46][CH2:45][O:44][CH2:43][CH2:42]4)[CH2:37][CH2:36]3)[C:4]([C:25]3[CH:30]=[CH:29][CH:28]=[C:27]([C:31]([F:33])([F:32])[F:34])[CH:26]=3)=[N:5]2)=[CH:10][C:9]=1[S:17]([CH3:20])(=[O:19])=[O:18])[CH3:23]. Reported procedure: A suspension of methyl 3-(bromomethyl)-7-[(1-methylethyl)oxy]-6-(methylsulfonyl)-2-[3-(trifluoromethyl)phenyl]-4-quinolinecarboxylate (1.732 g, 3.09 mmol) and 4-(4-piperidinyl)morpholine (0.684 g, 4.02 mmol) in acetonitrile (30 mL) was stirred for 3 h. The solvent was removed under reduced pressure, and the residue was purified via HPLC (Biotage RP, 0-50% MeCN/H2O with 0.1% TFA). The fractions containing the product were neutralized with saturated aqueous NaHCO3, and extracted with methylene chl... Starting materials: [Cl-].[NH4+] (ammonium chloride), [H-].[Na+] (Sodium hydride), C(#N)C1=CC(=C(CC2=CNC3=CC=C(C=C23)[N+](=O)[O-])C=C1)OC (3-(4-cyano-2-methoxybenzyl)-5-nitroindole), IC (iodomethane). Run in CN(C=O)C (N,N-dimethylformamide). Run at time 1 hour. Yields the product C(#N)C1=CC(=C(CC2=CN(C3=CC=C(C=C23)[N+](=O)[O-])C)C=C1)OC (3-(4-cyano-2-methoxybenzyl)-1-methyl-5-nitroindole). Yield: 81.0%. Reaction SMILES: [H-].[Na+].[C:3]([C:5]1[CH:23]=[CH:22][C:8]([CH2:9][C:10]2[C:18]3[C:13](=[CH:14][CH:15]=[C:16]([N+:19]([O-:21])=[O:20])[CH:17]=3)[NH:12][CH:11]=2)=[C:7]([O:24][CH3:25])[CH:6]=1)#[N:4].I[CH3:27].[Cl-].[NH4+]>CN(C)C=O>[C:3]([C:5]1[CH:23]=[CH:22][C:8]([CH2:9][C:10]2[C:18]3[C:13](=[CH:14][CH:15]=[C:16]([N+:19]([O-:21])=[O:20])[CH:17]=3)[N:12]([CH3:27])[CH:11]=2)=[C:7]([O:24][CH3:25])[CH:6]=1)#[N:4] |f:0.1,4.5|. Procedure details: Sodium hydride (60% w/w dispersion in mineral oil, 0.12 g.) was added to a stirred solution of 3-(4-cyano-2-methoxybenzyl)-5-nitroindole (0.85 g.) in dry N,N-dimethylformamide (10 ml.) under a nitrogen atmosphere. After about one hour, iodomethane (0.645 g.) was added dropwise, and stirring continued at ambient temperature for 5 hours. The mixture was poured onto saturated aqueous ammonium chloride solution, extracted with ethyl acetate (2×20 ml.), the extract washed with water, brine, dried (Mg... The reactants are N1=CC=CC=C1 (Pyridine), OC1=CC(=C2C(NC=NC2=C1)=O)OC(C)C (7-hydroxy-5-isopropoxyquinazolin-4(3H)-one), C(C)(=O)OC(C)=O (acetic anhydride). Solvent: O (water). Conditions: temperature 75 celsius, time 45 minute. Product: C(C)(=O)OC1=CC(=C2C(NC=NC2=C1)=O)OC(C)C (5-isopropoxy-4-oxo-3,4-dihydroquinazolin-7-yl acetate). The yield is 66.1%. RXN SMILES: N1C=CC=CC=1.[OH:7][C:8]1[CH:17]=[C:16]2[C:11]([C:12](=[O:18])[NH:13][CH:14]=[N:15]2)=[C:10]([O:19][CH:20]([CH3:22])[CH3:21])[CH:9]=1.[C:23](OC(=O)C)(=[O:25])[CH3:24]>O>[C:23]([O:7][C:8]1[CH:17]=[C:16]2[C:11]([C:12](=[O:18])[NH:13][CH:14]=[N:15]2)=[C:10]([O:19][CH:20]([CH3:22])[CH3:21])[CH:9]=1)(=[O:25])[CH3:24]. Procedure details: Pyridine (0.18 ml, 1.5 mmol) was added to a suspension of 7-hydroxy-5-isopropoxyquinazolin-4(3H)-one (3.3 g, 15 mmol) in acetic anhydride (10 ml, 75 mmol) and the mixture was stirred at 75° C. for 45 minutes. The mixture was evaporated under reduced pressure and the residue obtained was stirred in water (50 ml) at 75° C. for 1 hour and then cooled to ambient temperature and filtered to afford 5-isopropoxy-4-oxo-3,4-dihydroquinazolin-7-yl acetate (2.6 g, 65% yield) as a white solid: Reactants: C(C=C)C1CCOC2=CC=C(C=C12)C1=C(C(=NC=2N1N=C(C2)C=2C=C(C=CC2)C2=C(C=CC=C2)O)C)[C@@H](C(=O)OC)OC(C)(C)C ((2S)-methyl 2-(7-(4-allylchroman-6-yl)-2-(2′-hydroxy-[1,1′-biphenyl]-3-yl)-5-methylpyrazolo[1,5-a]pyrimidin-6-yl)-2-(tert-butoxy)acetate), C(C=C)O (allyl alcohol), C1=CC=C(C=C1)P(C2=CC=CC=C2)C3=CC=CC=C3 (Ph3P), CCOC(=O)/N=N/C(=O)OCC (DEAD). Run in C1CCOC1 (THF). Reaction conditions: time 2 hour. Product: C(C=C)C1CCOC2=CC=C(C=C12)C1=C(C(=NC=2N1N=C(C2)C=2C=C(C=CC2)C2=C(C=CC=C2)OCC=C)C)[C@@H](C(=O)OC)OC(C)(C)C ((2S)-Methyl 2-(7-(4-allylchroman-6-yl)-2-(2′-(allyloxy)-[1,1′-biphenyl]-3-yl)-5-methylpyrazolo[1,5-a]pyrimidin-6-yl)-2-(tert-butoxy)acetate). Isolated yield 105.8%. As a reaction SMILES: [CH2:1]([CH:4]1[C:13]2[C:8](=[CH:9][CH:10]=[C:11]([C:14]3[N:19]4[N:20]=[C:21]([C:23]5[CH:24]=[C:25]([C:29]6[CH:34]=[CH:33][CH:32]=[CH:31][C:30]=6[OH:35])[CH:26]=[CH:27][CH:28]=5)[CH:22]=[C:18]4[N:17]=[C:16]([CH3:36])[C:15]=3[C@H:37]([O:42][C:43]([CH3:46])([CH3:45])[CH3:44])[C:38]([O:40][CH3:41])=[O:39])[CH:12]=2)[O:7][CH2:6][CH2:5]1)[CH:2]=[CH2:3].[CH2:47](O)[CH:48]=[CH2:49].C1C=CC(P(C2C=CC=CC=2)C2C=CC=CC=2)=CC=1.CCOC(/N=N/C(OCC)=O)=O>C1COCC1>[CH2:1]([CH:4]1[C:13]2[C:8](=[CH:9][CH:10]=[C:11]([C:14]3[N:19]4[N:20]=[C:21]([C:23]5[CH:24]=[C:25]([C:29]6[CH:34]=[CH:33][CH:32]=[CH:31][C:30]=6[O:35][CH2:49][CH:48]=[CH2:47])[CH:26]=[CH:27][CH:28]=5)[CH:22]=[C:18]4[N:17]=[C:16]([CH3:36])[C:15]=3[C@H:37]([O:42][C:43]([CH3:46])([CH3:45])[CH3:44])[C:38]([O:40][CH3:41])=[O:39])[CH:12]=2)[O:7][CH2:6][CH2:5]1)[CH:2]=[CH2:3]. Reported procedure: A solution of (2S)-methyl 2-(7-(4-allylchroman-6-yl)-2-(2′-hydroxy-[1,1′-biphenyl]-3-yl)-5-methylpyrazolo[1,5-a]pyrimidin-6-yl)-2-(tert-butoxy)acetate (0.350 g, 0.567 mmol) in dry THF (12 ml) was treated sequentially with allyl alcohol (0.116 ml, 1.700 mmol), Ph3P (0.446 g, 1.700 mmol) and DEAD (0.269 ml, 1.700 mmol), and the reaction was stirred for 2 h. The reaction was concentrated, and the residue was purified by biotage (24 g SiO2, 0% (3 CV), 0-60% (15 CV), 60% (2 CV), EtOAc in hexane). The...